From a dataset of the Open Reaction Database (ORD), a public repository of structured organic reaction records. describe an organic reaction: reactants, conditions, products, and yield Starting materials: BrC=1C(=NC=C(C(=O)NC2=CC(=C(C=C2)OC(F)(F)F)F)C1)N1C[C@H](CC1)CO ((S)-5-bromo-N-(3-fluoro-4-(trifluoromethoxy)phenyl)-6-(3-(hydroxymethyl)pyrrolidin-1-yl)nicotinamide), O1C(CCCC1)N1N=CC=C1B1OC(C(O1)(C)C)(C)C (1-(tetrahydro-2H-pyran-2-yl)-5-(4,4,5,5-tetramethyl-1,3,2-dioxaborolan-2-yl)-1H-pyrazole). Yields the product FC=1C=C(C=CC1OC(F)(F)F)NC(C1=CN=C(C(=C1)C1=CC=NN1)N1C[C@H](CC1)CO)=O ((S)—N-(3-Fluoro-4-(trifluoromethoxy)phenyl)-6-(3-(hydroxymethyl)pyrrolidin-1-yl)-5-(1H-pyrazol-5-yl)nicotinamide). Reaction SMILES: Br[C:2]1[C:3]([N:23]2[CH2:27][CH2:26][C@H:25]([CH2:28][OH:29])[CH2:24]2)=[N:4][CH:5]=[C:6]([CH:22]=1)[C:7]([NH:9][C:10]1[CH:15]=[CH:14][C:13]([O:16][C:17]([F:20])([F:19])[F:18])=[C:12]([F:21])[CH:11]=1)=[O:8].O1CCCCC1[N:36]1[C:40](B2OC(C)(C)C(C)(C)O2)=[CH:39][CH:38]=[N:37]1>>[F:21][C:12]1[CH:11]=[C:10]([NH:9][C:7](=[O:8])[C:6]2[CH:22]=[C:2]([C:38]3[NH:37][N:36]=[CH:40][CH:39]=3)[C:3]([N:23]3[CH2:27][CH2:26][C@H:25]([CH2:28][OH:29])[CH2:24]3)=[N:4][CH:5]=2)[CH:15]=[CH:14][C:13]=1[O:16][C:17]([F:20])([F:19])[F:18]. Reported procedure: The title compound was prepared in an analogous fashion to that described in Example 10 using (S)-5-bromo-N-(3-fluoro-4-(trifluoromethoxy)phenyl)-6-(3-(hydroxymethyl)pyrrolidin-1-yl)nicotinamide (Stage 14.1) and 1-(tetrahydro-2H-pyran-2-yl)-5-(4,4,5,5-tetramethyl-1,3,2-dioxaborolan-2-yl)-1H-pyrazole to afford a pale yellow powder. UPLC-MS (Condition 3) tR=0.96 min, m/z=466.2 [M+H]+, m/z=464.2 [M−H]−. 1H-NMR (400 MHz, DMSO-d6) d ppm 2.77 (s, 3H) 3.38-3.61 (m, 4H) 4.61 (br. s, 1H) 6.47 (s, 1H) 7.6... Starting materials: OC=1C=C(C(=O)NC2=CC=C(C(=O)N3CCCC4=CC=CC=C34)C=C2)C=CC1 (1-[4-(3-hydroxybenzoylamino)benzoyl]-1,2,3,4-tetrahydroquinoline), C([O-])([O-])=O.[K+].[K+] (potassium carbonate), C(C)I (ethyl iodide). Run in CC(=O)C (acetone). Product: C(C)OC=1C=C(C(=O)NC2=CC=C(C(=O)N3CCCC4=CC=CC=C34)C=C2)C=CC1 (1-[4-(3-ethoxybenzoylamino)benzoyl]-1,2,3,4-tetrahydroquinoline). Yield: 83.7%. Reaction SMILES: [OH:1][C:2]1[CH:3]=[C:4]([CH:26]=[CH:27][CH:28]=1)[C:5]([NH:7][C:8]1[CH:25]=[CH:24][C:11]([C:12]([N:14]2[C:23]3[C:18](=[CH:19][CH:20]=[CH:21][CH:22]=3)[CH2:17][CH2:16][CH2:15]2)=[O:13])=[CH:10][CH:9]=1)=[O:6].C(=O)([O-])[O-].[K+].[K+].[CH2:35](I)[CH3:36]>CC(C)=O>[CH2:35]([O:1][C:2]1[CH:3]=[C:4]([CH:26]=[CH:27][CH:28]=1)[C:5]([NH:7][C:8]1[CH:25]=[CH:24][C:11]([C:12]([N:14]2[C:23]3[C:18](=[CH:19][CH:20]=[CH:21][CH:22]=3)[CH2:17][CH2:16][CH2:15]2)=[O:13])=[CH:10][CH:9]=1)=[O:6])[CH3:36] |f:1.2.3|. Reported procedure: To a solution of 1-[4-(3-hydroxybenzoylamino)benzoyl]-1,2,3,4-tetrahydroquinoline (0.4 g) in acetone (5 ml) are added potassium carbonate (0.22 g) and ethyl iodide (0.34 g), and the mixture is refluxed for 5 hours. Then, acetone is distilled off under reduced pressure and water is added to the residue. The precipitated crystal is collected by filtration, and recrystallized from methanol to give 1-[4-(3-ethoxybenzoylamino)benzoyl]-1,2,3,4-tetrahydroquinoline (0.36 g) as white powder, m.p. 170.5°-... Reactants: ClC1=C(C=C(C(=C1)[N+](=O)[O-])C)OCCOC (1-Chloro-2-(2-methoxyethoxy)-4-methyl-5-nitrobenzene), C(C)(C)(C)OC(N(C)C)N(C)C (tert.butoxy-bis(dimethylamino)methan). Solvent: CN(C)C=O (DMF), CN(C)C=O (DMF). Conditions: time 1 hour. Product: ClC1=CC(=C(C=O)C=C1OCCOC)[N+](=O)[O-] (4-chloro-5-(2-methoxyethoxy)-2-nitrobenzaldehyde). Reaction SMILES: [Cl:1][C:2]1[CH:7]=[C:6]([N+:8]([O-:10])=[O:9])[C:5]([CH3:11])=[CH:4][C:3]=1[O:12][CH2:13][CH2:14][O:15][CH3:16].C([O:21]C(N(C)C)N(C)C)(C)(C)C>CN(C=O)C>[Cl:1][C:2]1[C:3]([O:12][CH2:13][CH2:14][O:15][CH3:16])=[CH:4][C:5]([CH:11]=[O:21])=[C:6]([N+:8]([O-:10])=[O:9])[CH:7]=1. Procedure details: 1-Chloro-2-(2-methoxyethoxy)-4-methyl-5-nitrobenzene (300 mg; 1.22 mmol) in DMF (3 ml) was treated with tert.butoxy-bis(dimethylamino)methan (1.06 ml; 5.1 mmol) in DMF (13 ml) at 160° C. for 20 min. The reaction mixture was evaporated to dryness and taken up in THF (6 ml). NalO4 (1.6 g; 7.3 mmol) in water (25 ml) was added at room temperature within 0.5 h and after stirring for another 1 h, the reaction mixture was extracted with EtOAc twice. The combined organic phases were dried over Na2SO4 an... The reactants are C(C)(C)(C)OC(CN1C(=NC2=C1C=CC(=C2)NC(=O)OC(C)(C)C)CCC)=O ((5-tert-Butoxycarbonylamino-2-propyl-benzoimidazol-1-yl)-acetic acid tert-butyl ester), [OH-].[Na+] (NaOH). The solvent is C(Cl)Cl (DCM), C(C)O (ethanol). Conditions: temperature 70 celsius. Yields the product C(C)(C)(C)OC(=O)NC1=CC2=C(N(C(=N2)CCC)CC(=O)O)C=C1 ((5 -tert-Butoxycarbonylamino-2-propyl-benzoimidazol-1-yl)-acetic acid). RXN SMILES: C([O:5][C:6](=[O:28])[CH2:7][N:8]1[C:12]2[CH:13]=[CH:14][C:15]([NH:17][C:18]([O:20][C:21]([CH3:24])([CH3:23])[CH3:22])=[O:19])=[CH:16][C:11]=2[N:10]=[C:9]1[CH2:25][CH2:26][CH3:27])(C)(C)C.[OH-].[Na+]>C(O)C.C(Cl)Cl>[C:21]([O:20][C:18]([NH:17][C:15]1[CH:14]=[CH:13][C:12]2[N:8]([CH2:7][C:6]([OH:28])=[O:5])[C:9]([CH2:25][CH2:26][CH3:27])=[N:10][C:11]=2[CH:16]=1)=[O:19])([CH3:22])([CH3:23])[CH3:24] |f:1.2|. Procedure: The product of step d.) was dissolved in 3 mL ethanol, treated with 1 M NaOH (500 μL), and heated to 70° C. for one hour. The reaction was diluted in DCM and extracted with water. The aqueous layer was acidified with 1 M HCl and extracted with DCM. The organic layer was washed with water, concentrated and purified by preparative LCMS to give the title compound. MS: ESI (positive): 334 (M+H). The reactants are COc1ccc(CN(Cc2ccc(OC)cc2)c2ncc(-c3nc(N4CCOCC4)nc4c3CCN4c3ccc(C(=O)O)cc3F)cn2)cc1, c1cc(N2CCNCC2)ccn1. Yields the product COc1ccc(CN(Cc2ccc(OC)cc2)c2ncc(-c3nc(N4CCOCC4)nc4c3CCN4c3ccc(C(=O)N4CCN(c5ccncc5)CC4)cc3F)cn2)cc1. Reaction SMILES: [CH3:1][O:2][c:3]1[cH:4][cH:5][c:6]([CH2:7][N:8]([c:9]2[n:10][cH:11][c:12](-[c:15]3[c:16]4[c:17]([n:18][c:19]([N:21]5[CH2:22][CH2:23][O:24][CH2:25][CH2:26]5)[n:20]3)[N:27]([c:30]3[c:31]([F:39])[cH:32][c:33]([C:34](=[O:35])[OH:36])[cH:37][cH:38]3)[CH2:28][CH2:29]4)[cH:13][n:14]2)[CH2:40][c:41]2[cH:42][cH:43][c:44]([O:47][CH3:48])[cH:45][cH:46]2)[cH:49][cH:50]1.[n:51]1[cH:52][cH:53][c:54]([N:57]2[CH2:58][CH2:59][NH:60][CH2:61][CH2:62]2)[cH:55][cH:56]1>>[CH3:1][O:2][c:3]1[cH:4][cH:5][c:6]([CH2:7][N:8]([c:9]2[n:10][cH:11][c:12](-[c:15]3[c:16]4[c:17]([n:18][c:19]([N:21]5[CH2:22][CH2:23][O:24][CH2:25][CH2:26]5)[n:20]3)[N:27]([c:30]3[c:31]([F:39])[cH:32][c:33]([C:34](=[O:36])[N:60]5[CH2:59][CH2:58][N:57]([c:54]6[cH:53][cH:52][n:51][cH:56][cH:55]6)[CH2:62][CH2:61]5)[cH:37][cH:38]3)[CH2:28][CH2:29]4)[cH:13][n:14]2)[CH2:40][c:41]2[cH:42][cH:43][c:44]([O:47][CH3:48])[cH:45][cH:46]2)[cH:49][cH:50]1. Starting materials: C=1(O)C(O)=CC=CC1 (catechol), CO (methyl alcohol). Conditions: time 14 hour. Yields the product C1(=CC=CC=C1)O (phenol), C=1(C(O)=CC=CC1)OC (guaiacol). As a reaction SMILES: [C:1]1([C:3](=[CH:5][CH:6]=[CH:7][CH:8]=1)[OH:4])[OH:2].[CH3:9]O>>[C:1]1([OH:2])[CH:3]=[CH:5][CH:6]=[CH:7][CH:8]=1.[C:3]1([O:4][CH3:9])[C:1](=[CH:8][CH:7]=[CH:6][CH:5]=1)[OH:2]. Procedure details: When the temperature of the catalyst stratum reached 280° C., a starting compound mixture consisting of catechol and methyl alcohol in a molar mixing ratio of 1:3.44 was evaporated in a evaporator, and the resultant starting compound mixture gas was fed in a feeding rate of 10.5 g/min. together with a nitrogen gas into the reaction tube for 14 hours, to etherify catechol with methyl alcohol and to produce a dihydric phenol compound monoalkylether, i.e., guaiacol. The reaction mixture gas dischar... The reactants are IC1=CC(=CC=C1)I (1,3-diiodobenzene), S1(OC[C@H]2N1CCCC2)(=O)=O ((S)-hexahydro-[1,2,3]oxathiazolo[3,4-a]pyridine 1,1-dioxide). Product: IC=1C=C(C[C@H]2NCCCC2)C=CC1 ((S)-2-(3-Iodo-benzyl)-piperidine). Reaction SMILES: I[C:2]1[CH:7]=[CH:6][CH:5]=[C:4]([I:8])[CH:3]=1.S1(=O)(=O)[N:13]2[CH2:14][CH2:15][CH2:16][CH2:17][C@H:12]2[CH2:11]O1>>[I:8][C:4]1[CH:3]=[C:2]([CH:7]=[CH:6][CH:5]=1)[CH2:11][C@@H:12]1[CH2:17][CH2:16][CH2:15][CH2:14][NH:13]1. Procedure details: (S)-2-(3-Iodo-benzyl)-piperidine was prepared from 1,3-diiodobenzene and (S)-hexahydro-[1,2,3]oxathiazolo[3,4-a]pyridine 1,1-dioxide in analogy to the procedure described for Example 4 in U.S. Pat. No. 5,130,432. LC-MS B: tR=0.54 min; [M+H]+=302.07.